This data is from the Open Reaction Database (ORD), a public repository of structured organic reaction records. The task is: describe an organic reaction: reactants, conditions, products, and yield Reactants: Clc1nnnn1-c1ccccc1, [H-], [Na+], CN(C)C=O, O, Cc1cc2c(cc1O)C(c1ccccc1)CN(C)CC2. Product: Cc1cc2c(cc1Oc1nnnn1-c1ccccc1)C(c1ccccc1)CN(C)CC2. Reaction SMILES: [Cl:23][c:24]1[n:25][n:26][n:27][n:28]1-[c:29]1[cH:30][cH:31][cH:32][cH:33][cH:34]1.[H-:21].[Na+:22].[O:36]=[CH:37][N:38]([CH3:39])[CH3:40].[OH2:35].[OH:1][c:2]1[c:3]([CH3:20])[cH:4][c:5]2[c:6]([cH:19]1)[CH:7]([c:13]1[cH:14][cH:15][cH:16][cH:17][cH:18]1)[CH2:8][N:9]([CH3:12])[CH2:10][CH2:11]2>>[O:1]([c:2]1[c:3]([CH3:20])[cH:4][c:5]2[c:6]([cH:19]1)[CH:7]([c:13]1[cH:14][cH:15][cH:16][cH:17][cH:18]1)[CH2:8][N:9]([CH3:12])[CH2:10][CH2:11]2)[c:24]1[n:25][n:26][n:27][n:28]1-[c:29]1[cH:30][cH:31][cH:32][cH:33][cH:34]1. Run at temperature 22 celsius. Procedure: A solution of N-carbobenzyloxy-L-proline-L-isoleucine benzylamide (36.60 g, 80.95 mmol), 10% palladium on carbon (0.957 g), and methanol (700 mL) was degassed and purged repeatedly (15 times) with hydrogen, and stirred under an atmosphere of hydrogen at 22° C. When TLC analysis indicated the reaction was complete, the solution was purged with argon, filtered through a plug of celite, and concentrated in vacuo to provide 23.71 g, (92%) of L-proline-L-isoleucine benzylamide as a white solid. Yield: 92.0%. Reagents/catalysts: [Pd] (palladium on carbon). RXN SMILES: C([N:11]1[CH2:18][CH2:17][CH2:16][C@H:12]1[C:13]([OH:15])=[O:14])(OCC1C=CC=CC=1)=O.[CH2:19]([NH:26][C:27](=[O:34])[C@H:28]([C@H:30]([CH2:32][CH3:33])[CH3:31])[NH2:29])[C:20]1[CH:25]=[CH:24][CH:23]=[CH:22][CH:21]=1>[Pd].CO>[NH:11]1[CH2:18][CH2:17][CH2:16][C@H:12]1[C:13]([OH:15])=[O:14].[CH2:19]([NH:26][C:27](=[O:34])[C@H:28]([C@H:30]([CH2:32][CH3:33])[CH3:31])[NH2:29])[C:20]1[CH:25]=[CH:24][CH:23]=[CH:22][CH:21]=1 |f:0.1,4.5|. Yields the product N1[C@H](C(=O)O)CCC1.C(C1=CC=CC=C1)NC([C@@H](N)[C@@H](C)CC)=O (L-proline L-isoleucine benzylamide). The reactants are C(=O)(OCC1=CC=CC=C1)N1[C@H](C(=O)O)CCC1.C(C1=CC=CC=C1)NC([C@@H](N)[C@@H](C)CC)=O (N-carbobenzyloxy-L-proline L-isoleucine benzylamide). Run in CO (methanol). Reactants: C(Cl)Cl (methylene chloride), C1=C(C=CC2=CC=CC=C12)COC1CN(CCC1C1=CC=C(C=C1)OCCCOCC1=C(C=CC=C1)OCOCC[Si](C)(C)C)C(=O)[O-] (3-(naphthalen-2-ylmethoxy)-4-(4-{3-[2-(2-trimethylsilanyl-ethoxymethoxy)-benzyloxy]-propoxy}-phenyl)-piperidine-1-carboxylate), solution, Cl (hydrogen chloride). The solvent is CO (methanol), CO (methanol), CO (methanol). Reaction conditions: time 1 hour. The product is OC1=C(COCCCOC2=CC=C(C=C2)C2C(CN(CC2)C(=O)OC(C)(C)C)OCC2=CC3=CC=CC=C3C=C2)C=CC=C1 (tert-butyl (3RS,4RS)-4-{4-[3-(2-hydroxy-benzyloxy)-propoxy]-phenyl}-3-(naphthalen-2-ylmethoxy)-piperidine-1-carboxylate). Isolated yield 160.5%. RXN SMILES: [CH:1]1[C:10]2[C:5](=[CH:6][CH:7]=[CH:8][CH:9]=2)[CH:4]=[CH:3][C:2]=1[CH2:11][O:12][CH:13]1[CH:18]([C:19]2[CH:24]=[CH:23][C:22]([O:25][CH2:26][CH2:27][CH2:28][O:29][CH2:30][C:31]3[CH:36]=[CH:35][CH:34]=[CH:33][C:32]=3[O:37]COCC[Si](C)(C)C)=[CH:21][CH:20]=2)[CH2:17][CH2:16][N:15]([C:46]([O-:48])=[O:47])[CH2:14]1.Cl.C(Cl)Cl>CO>[OH:37][C:32]1[CH:33]=[CH:34][CH:35]=[CH:36][C:31]=1[CH2:30][O:29][CH2:28][CH2:27][CH2:26][O:25][C:22]1[CH:23]=[CH:24][C:19]([CH:18]2[CH2:17][CH2:16][N:15]([C:46]([O:48][C:2]([CH3:11])([CH3:3])[CH3:1])=[O:47])[CH2:14][CH:13]2[O:12][CH2:11][C:2]2[CH:3]=[CH:4][C:5]3[C:10](=[CH:9][CH:8]=[CH:7][CH:6]=3)[CH:1]=2)=[CH:20][CH:21]=1. Reported procedure: A solution of 50 mg (0.069 mmol) of 3-(naphthalen-2-ylmethoxy)-4-(4-{3-[2-(2-trimethylsilanyl-ethoxymethoxy)-benzyloxy]-propoxy}-phenyl)-piperidine-1-carboxylate in 0.5 ml of methanol was cooled to 0° C. under argon and treated with 69 μl (0.138 mmol) of a 2N solution of hydrogen chloride in methanol. Subsequently, the mixture was left to warm to room temperature and was stirred for a further one hour. For the working-up, the reaction solution was treated with a 95:5 mixture of methylene chlorid... Starting materials: C1CCC2=NCCCN2CC1, CI, CC#N, O=C(O)C(O)(c1ccc(F)c(Cl)c1)c1ccc(F)c(Cl)c1. Yields the product COC(=O)C(O)(c1ccc(F)c(Cl)c1)c1ccc(F)c(Cl)c1. RXN SMILES: [CH2:22]1[CH2:23][CH2:24][C:25]2=[N:30][CH2:29][CH2:28][CH2:27][N:26]2[CH2:31][CH2:32]1.[CH3:33][I:34].[CH3:35][C:36]#[N:37].[Cl:1][c:2]1[cH:3][c:4]([C:5]([C:6](=[O:7])[OH:8])([OH:9])[c:10]2[cH:11][c:12]([Cl:17])[c:13]([F:16])[cH:14][cH:15]2)[cH:18][cH:19][c:20]1[F:21]>>[Cl:1][c:2]1[cH:3][c:4]([C:5]([C:6](=[O:7])[O:8][CH3:22])([OH:9])[c:10]2[cH:11][c:12]([Cl:17])[c:13]([F:16])[cH:14][cH:15]2)[cH:18][cH:19][c:20]1[F:21].